Dataset: the Open Reaction Database (ORD), a public repository of structured organic reaction records. Task: describe an organic reaction: reactants, conditions, products, and yield Reactants: O=C[C@H](O)[C@@H](O)[C@H](O)[C@H](O)CO (glucose), C([C@H](C([C@@H](CO)O)O)O)O (D-arabitol). The solvent is C(C)O (ethanol). The product is OCC(=O)[C@@H](O)[C@H](O)CO (D-xylulose), C([C@H](O)[C@@H](O)[C@H](O)CO)O (xylitol). As a reaction SMILES: [O:1]=[CH:2][C@@H:3]([C@H:5]([C@@H:7]([C@@H:9](CO)[OH:10])[OH:8])[OH:6])[OH:4].[CH2:13]([OH:22])[C@@H:14]([OH:21])[CH:15]([OH:20])[C@H:16]([OH:19])[CH2:17][OH:18]>C(O)C>[OH:1][CH2:2][C:3]([C@H:5]([C@@H:7]([CH2:9][OH:10])[OH:8])[OH:6])=[O:4].[CH2:17]([OH:18])[C@@H:16]([C@H:15]([C@@H:14]([CH2:13][OH:22])[OH:21])[OH:20])[OH:19]. Procedure: Based on this idea, as shown in Example 6, glucose and ethanol were added and allowed to react in a conversion reaction of D-arabitol using Gluconobacter oxydans ATCC621 and the effect of their addition was examined. As a result, a considerable effect of addition was recognized as shown in Example 6. That is, when no carbon source was added, a portion of D-xylulose remained unreacted, giving a low yield of xylitol whereas with the addition of a carbon source, reduction of D-xylulose to xylitol p...